Dataset: the Open Reaction Database (ORD), a public repository of structured organic reaction records. Task: describe an organic reaction: reactants, conditions, products, and yield Starting materials: C(C)C1=CC=C(OC2=CC(=C(C(=C2)C)C(C)=O)C)C=C1 (1-(4-(4-ethylphenoxy)-2,6-dimethylphenyl)ethanone), [Br-].[Br-].[Br-].C(CCC)[N+](CCCC)(CCCC)CCCC.C(CCC)[N+](CCCC)(CCCC)CCCC.C(CCC)[N+](CCCC)(CCCC)CCCC (tetrabutylammoniumtribromide). The solvent is C(C)#N (acetonitrile). Conditions: time 8 hour. The product is BrCC(=O)C1=C(C=C(C=C1C)OC1=CC=C(C=C1)CC)C (2-bromo-1-(4-(4-ethylphenoxy)-2,6-dimethylphenyl)ethanone). Yield: 105.4%. Reaction SMILES: [CH2:1]([C:3]1[CH:20]=[CH:19][C:6]([O:7][C:8]2[CH:13]=[C:12]([CH3:14])[C:11]([C:15](=[O:17])[CH3:16])=[C:10]([CH3:18])[CH:9]=2)=[CH:5][CH:4]=1)[CH3:2].[Br-:21].[Br-].[Br-].C([N+](CCCC)(CCCC)CCCC)CCC.C([N+](CCCC)(CCCC)CCCC)CCC.C([N+](CCCC)(CCCC)CCCC)CCC>C(#N)C>[Br:21][CH2:16][C:15]([C:11]1[C:12]([CH3:14])=[CH:13][C:8]([O:7][C:6]2[CH:19]=[CH:20][C:3]([CH2:1][CH3:2])=[CH:4][CH:5]=2)=[CH:9][C:10]=1[CH3:18])=[O:17] |f:1.2.3.4.5.6|. Procedure details: To a solution of 1-(4-(4-ethylphenoxy)-2,6-dimethylphenyl)ethanone (6.00 g, 22.4 mmol) in acetonitrile (44.7 mL) was added tetrabutylammoniumtribromide (TBABr3, 10.8 g, 22.4 mmol). The reaction was stirred at room temperature overnight. The solution was concentrated under reduced pressure, added with water, and extracted with ethyl acetate. The organic layer was washed with brine, dried over anhydrous MgSO4(s), and concentrated under reduced pressure to give 2-bromo-1-(4-(4-ethylphenoxy)-2,6-dim... Reactants: [N+](=O)([O-])C1=CC=C(C=C1)C(C(=O)O)=CC1=CC=C(C=C1)OC(C)=O (a-p-nitrophenyl-p-acetoxycinnamic acid), C(C)O (ethanol), Cl (hydrochloric acid). The solvent is O (water). Run at temperature 95 celsius. The product is [N+](=O)([O-])C1=CC=C(C=C1)C=CC1=CC=C(C=C1)O (4-Nitro-4'-hydroxystilbene). As a reaction SMILES: [N+:1]([C:4]1[CH:9]=[CH:8][C:7]([C:10](=[CH:14][C:15]2[CH:20]=[CH:19][C:18]([O:21]C(=O)C)=[CH:17][CH:16]=2)C(O)=O)=[CH:6][CH:5]=1)([O-:3])=[O:2].C(O)C.Cl>O>[N+:1]([C:4]1[CH:5]=[CH:6][C:7]([CH:10]=[CH:14][C:15]2[CH:16]=[CH:17][C:18]([OH:21])=[CH:19][CH:20]=2)=[CH:8][CH:9]=1)([O-:3])=[O:2]. Reported procedure: A portion (36.75 grams) of a-p-nitrophenyl-p-acetoxycinnamic acid from A. above, ethanol (300 mL) and concentrated hydrochloric acid (300 mL) are added to a reactor equipped with a reflux condenser and stirred under a nitrogen atmosphere. Heating commenced and a reflux is achieved at 93° C. Refluxing continued over the next 262 minutes at which time the temperature has increased to 95° C. At this time, the contents of the reactor are poured into deionized water (one liter) and the resultant prec... Starting materials: O=C([O-])O, CS(C)=O, CCc1nn2c(=O)cc(CCl)nc2s1, [I-], [Na+], [Na+], O. The product is CCc1nn2c(=O)cc(CO)nc2s1. RXN SMILES: [C:17]([O-:18])(=[O:19])[OH:20].[CH3:23][S:24]([CH3:25])=[O:26].[Cl:1][CH2:2][c:3]1[n:4][c:5]2[n:6]([c:7](=[O:9])[cH:8]1)[n:10][c:11]([CH2:13][CH3:14])[s:12]2.[I-:16].[Na+:15].[Na+:21].[OH2:22]>>[CH2:2]([c:3]1[n:4][c:5]2[n:6]([c:7](=[O:9])[cH:8]1)[n:10][c:11]([CH2:13][CH3:14])[s:12]2)[OH:18]. RXN SMILES: [CH2:1]([C:3]([C:12]1[CH:17]=[CH:16][C:15]([CH2:18][CH2:19][C:20](=[O:25])[C:21]([CH3:24])([CH3:23])[CH3:22])=[C:14]([CH3:26])[CH:13]=1)([C:6]1[S:7][CH:8]=[C:9]([CH3:11])[CH:10]=1)[CH2:4][CH3:5])[CH3:2].[BH4-].[Na+]>>[CH2:1]([C:3]([C:12]1[CH:17]=[CH:16][C:15]([CH2:18][CH2:19][CH:20]([OH:25])[C:21]([CH3:24])([CH3:23])[CH3:22])=[C:14]([CH3:26])[CH:13]=1)([C:6]1[S:7][CH:8]=[C:9]([CH3:11])[CH:10]=1)[CH2:4][CH3:5])[CH3:2] |f:1.2|. Procedure details: Using a procedure analogous to Example 134B, 1-{4-[1-ethyl-1-(4-methyl-thiophen-2-yl)-propyl]-2-methyl-phenyl}-4,4-dimethyl-pentan-3-one and NaBH4 give the title compound (quant). Reactants: C(C)C(CC)(C=1SC=C(C1)C)C1=CC(=C(C=C1)CCC(C(C)(C)C)=O)C (1-{4-[1-ethyl-1-(4-methyl-thiophen-2-yl)-propyl]-2-methyl-phenyl}-4,4-dimethyl-pentan-3-one), [BH4-].[Na+] (NaBH4). Product: C(C)C(CC)(C=1SC=C(C1)C)C1=CC(=C(C=C1)CCC(C(C)(C)C)O)C (1-{4-[1-ethyl-1-(4-methyl-thiophen-2-yl)-propyl]-2-methyl-phenyl}-4,4-dimethyl-pentan-3-ol). The reactants are C(C=C)N(C(C(CCl)(C)C)=O)[C@@H]1CCC2=CC=CC=C12 (N-allyl-3-chloro-N-[(1R)-2,3-dihydro-1H-inden-1-yl]-2,2-dimethylpropanamide), IC=1C=C2C(=NC1)C[C@@]1(C(NC3=NC=CC=C31)=O)C2 ((6S)-3-iodo-5,7-dihydrospiro[cyclopenta[b]pyridine-6,3′-pyrrolo[2,3-b]pyridin]-2′(1′H)-one), IC=1C=C2C(=NC1)C[C@@]1(C(NC3=NC=CC=C31)=O)C2 ((6S)-3-iodo-5,7-dihydrospiro[cyclopenta[b]pyridine-6,3′-pyrrolo[2,3-b]pyridin]-2′(1′H)-one), C1(CCCCC1)CNCC1CCCCC1 (N,N-dicyclohexylmethylamine). The reagents and catalysts are [Pd].C(CCC)P(CCCC)CCCC.C(CCC)P(CCCC)CCCC (bis-(tri-1-butylphosphine) palladium(0)). Solvent: CN(C)C=O (DMF). Conditions: temperature 120 celsius. Yields the product ClCC(C(=O)N(C\C=C\C=1C=C2C(=NC1)C[C@@]1(C(NC3=NC=CC=C31)=O)C2)[C@@H]2CCC3=CC=CC=C23)(C)C (3-chloro-N-[(1R)-2,3-dihydro-1H-inden-1-yl]-2,2-dimethyl-N-{(2E)-3-[(6S)-2′-oxo-1′,2′,5,7-tetrahydrospiro[cyclopenta[b]pyridine-6,3′-pyrrolo[2,3-b]pyridin]-3-yl]prop-2-en-1-yl}propanamide). As a reaction SMILES: [CH2:1]([N:4]([C@H:12]1[C:20]2[C:15](=[CH:16][CH:17]=[CH:18][CH:19]=2)[CH2:14][CH2:13]1)[C:5](=[O:11])[C:6]([CH3:10])([CH3:9])[CH2:7][Cl:8])[CH:2]=[CH2:3].I[C:22]1[CH:23]=[C:24]2[CH2:39][C@@:29]3([C:37]4[C:32](=[N:33][CH:34]=[CH:35][CH:36]=4)[NH:31][C:30]3=[O:38])[CH2:28][C:25]2=[N:26][CH:27]=1.C1(CNCC2CCCCC2)CCCCC1>CN(C=O)C.[Pd].C(P(CCCC)CCCC)CCC.C(P(CCCC)CCCC)CCC>[Cl:8][CH2:7][C:6]([CH3:10])([CH3:9])[C:5]([N:4]([C@H:12]1[C:20]2[C:15](=[CH:16][CH:17]=[CH:18][CH:19]=2)[CH2:14][CH2:13]1)[CH2:1]/[CH:2]=[CH:3]/[C:22]1[CH:23]=[C:24]2[CH2:39][C@@:29]3([C:37]4[C:32](=[N:33][CH:34]=[CH:35][CH:36]=4)[NH:31][C:30]3=[O:38])[CH2:28][C:25]2=[N:26][CH:27]=1)=[O:11] |f:4.5.6|. Reported procedure: To a degassed solution of N-allyl-3-chloro-N-[(1R)-2,3-dihydro-1H-inden-1-yl]-2,2-dimethylpropanamide (110. mg, 0.377 mmol, prepared in Step B), (6S)-3-iodo-5,7-dihydrospiro[cyclopenta[b]pyridine-6,3′-pyrrolo[2,3-b]pyridin]-2′(1′H)-one (137 mg, 0.377 mmol, Intermediate 7) and N,N-dicyclohexylmethylamine (81.0 mg, 0.415 mmol) in DMF (3.77 mL) was added bis-(tri-1-butylphosphine) palladium(0) (57.8 mg, 0.113 mmol). This solution was once again degassed, before being sealed and heated in a microwav... Starting materials: CCOC(=O)CC1OB(O)c2cc(O)cc(C)c21, [Cl-], Clc1ccc(Cl)nn1, Cl, [H-], [NH4+], [Na+], CN(C)C=O. The product is CCOC(=O)CC1OB(O)c2cc(Oc3ccc(Cl)nn3)cc(C)c21. Reaction SMILES: [CH2:1]([CH3:2])[O:3][C:4]([CH2:5][CH:6]1[c:7]2[c:8]([cH:12][c:13]([OH:17])[cH:14][c:15]2[CH3:16])[B:9]([OH:11])[O:10]1)=[O:18].[Cl-:29].[Cl:19][c:20]1[n:21][n:22][c:23]([Cl:26])[cH:24][cH:25]1.[ClH:31].[H-:28].[NH4+:30].[Na+:27].[O:32]=[CH:33][N:34]([CH3:35])[CH3:36]>>[CH2:1]([CH3:2])[O:3][C:4]([CH2:5][CH:6]1[c:7]2[c:8]([cH:12][c:13]([O:17][c:23]3[n:22][n:21][c:20]([Cl:19])[cH:25][cH:24]3)[cH:14][c:15]2[CH3:16])[B:9]([OH:11])[O:10]1)=[O:18]. Reactants: CO, N, CC1Oc2ccc(C(C)(NC(=O)OC(C)(C)C)c3cccs3)cc2NC1=S. Product: CC1Oc2ccc(C(C)(NC(=O)OC(C)(C)C)c3cccs3)cc2N=C1N. Reaction SMILES: [CH3:29][OH:30].[NH3:28].[s:1]1[c:2]([C:6]([c:7]2[cH:8][cH:9][c:10]3[c:11]([cH:18]2)[NH:12][C:13](=[S:17])[CH:14]([CH3:16])[O:15]3)([NH:19][C:20](=[O:21])[O:22][C:23]([CH3:24])([CH3:25])[CH3:26])[CH3:27])[cH:3][cH:4][cH:5]1>>[s:1]1[c:2]([C:6]([c:7]2[cH:8][cH:9][c:10]3[c:11]([cH:18]2)[N:12]=[C:13]([NH2:28])[CH:14]([CH3:16])[O:15]3)([NH:19][C:20](=[O:21])[O:22][C:23]([CH3:24])([CH3:25])[CH3:26])[CH3:27])[cH:3][cH:4][cH:5]1. Starting materials: CC(CS(=O)(=O)C1=CC=C(C=C1)C)[C@H]1CC[C@H]2C3=CC=C4C[C@H](C[C@@H]([C@]4(C)[C@H]3CC[C@]12C)OCOC)OCOC (20-methyl-1α,3β-bis(methoxymethoxy)-21-p-tolylsulfonylpregna-5,7-diene), O1CC1C(C)(OC1OCCCC1)C (1,2-epoxy-3-methyl-3-(2-tetrahydropyranyloxy)butane), C(C)(C)[N-]C(C)C.[Li+] (lithium diisopropylamide), C(CCC)[Li] (butyllithium), C(C)(C)NC(C)C (diisopropylamine), [Cl-].[NH4+] (ammonium chloride). The solvent is O1CCCC1 (tetrahydrofuran), C(C)OCC (Diethyl ether), O1CCCC1 (tetrahydrofuran), O1CCCC1 (tetrahydrofuran), CCCCCC (hexane). Reaction conditions: temperature -30 celsius, time 30 minute. Product: COCO[C@H]1C[C@@H](CC2=CC=C3[C@@H]4CC[C@H]([C@@H](C(CC(C(C)(C)OC5OCCCC5)O)S(=O)(=O)C5=CC=C(C=C5)C)C)[C@]4(CC[C@@H]3[C@@]12C)C)OCOC (1α,3β-bis-(methoxymethoxy)-22-p-tolylsulfonyl-25-(2 -tetrahydropyranyloxy)cholesta-5,7-dien-24-ol). The yield is 66.7%. Reaction SMILES: [CH3:1][CH:2]([C@@H:14]1[C@:31]2([CH3:32])[C@H:17]([C:18]3[C@H:28]([CH2:29][CH2:30]2)[C@:26]2([CH3:27])[C:21]([CH2:22][C@@H:23]([O:37][CH2:38][O:39][CH3:40])[CH2:24][C@@H:25]2[O:33][CH2:34][O:35][CH3:36])=[CH:20][CH:19]=3)[CH2:16][CH2:15]1)[CH2:3][S:4]([C:7]1[CH:12]=[CH:11][C:10]([CH3:13])=[CH:9][CH:8]=1)(=[O:6])=[O:5].C([N-]C(C)C)(C)C.[Li+].C([Li])CCC.C(NC(C)C)(C)C.[O:61]1[CH:63]([C:64]([CH3:73])([O:66][CH:67]2[CH2:72][CH2:71][CH2:70][CH2:69][O:68]2)[CH3:65])[CH2:62]1.[Cl-].[NH4+]>O1CCCC1.C(OCC)C.CCCCCC>[CH3:36][O:35][CH2:34][O:33][C@@H:25]1[C@@:26]2([CH3:27])[C:21](=[CH:20][CH:19]=[C:18]3[C@@H:28]2[CH2:29][CH2:30][C@@:31]2([CH3:32])[C@H:17]3[CH2:16][CH2:15][C@@H:14]2[C@H:2]([CH3:1])[CH:3]([S:4]([C:7]2[CH:8]=[CH:9][C:10]([CH3:13])=[CH:11][CH:12]=2)(=[O:6])=[O:5])[CH2:62][CH:63]([OH:61])[C:64]([O:66][CH:67]2[CH2:72][CH2:71][CH2:70][CH2:69][O:68]2)([CH3:73])[CH3:65])[CH2:22][C@@H:23]([O:37][CH2:38][O:39][CH3:40])[CH2:24]1 |f:1.2,6.7|. Procedure details: In 2 ml of tetrahydrofuran was dissolved 43 mg of 20-methyl-1α,3β-bis(methoxymethoxy)-21-p-tolylsulfonylpregna-5,7-diene and the solution was cooled in a dry ice-acetone bath under argon atmosphere. To the solution was added 0.35 ml of a lithium diisopropylamide solution prepared from 2 ml of a 1.5N hexane solution of butyllithium and 0.5 ml of diisopropylamine in 10 ml of tetrahydrofuran. The mixture was stirred at -30° C. for 30 minutes and then again cooled in a dry ice-acetone bath. A soluti... Starting materials: [Br-], BrCCCCCCCCBr, C1CCOC1, Cc1ccc([Mg+])cc1, [Cl-], [Cl-], [Li+]. The product is Cc1ccc(CCCCCCCCBr)cc1. RXN SMILES: [Br-:14].[Br:4][CH2:5][CH2:6][CH2:7][CH2:8][CH2:9][CH2:10][CH2:11][CH2:12][Br:13].[CH2:23]1[O:24][CH2:25][CH2:26][CH2:27]1.[CH3:15][c:16]1[cH:17][cH:18][c:19]([Mg+:22])[cH:20][cH:21]1.[Cl-:2].[Cl-:3].[Li+:1]>>[CH2:5]([CH2:6][CH2:7][CH2:8][CH2:9][CH2:10][CH2:11][CH2:12][Br:13])[c:19]1[cH:18][cH:17][c:16]([CH3:15])[cH:21][cH:20]1. The product is BrC1=C(C=NN(C1=O)CC(=O)NCC1=CC=[N+](C=C1)[O-])N[C@H]1[C@@H]([C@@H]2C([C@H](C1)C2)(C)C)C (4-[(2-{5-Bromo-6-oxo-4-[(1R,2R,3R,5S)-2,6,6-trimethylbicyclo[3.1.1]hept-3-ylamino]pyridazin-1(6H)-yl}acetamido)methyl]pyridine 1-oxide). Isolated yield 95.2%. Starting materials: BrC1=C(C=NN(C1=O)CC(=O)NCC1=CC=NC=C1)N[C@H]1[C@@H]([C@@H]2C([C@H](C1)C2)(C)C)C (2-{5-Bromo-6-oxo-4-[(1R,2R,3R,5S)-2,6,6-trimethylbicyclo[3.1.1]hept-3-ylamino]pyridazin-1(6H)-yl}-N-(pyridin-4-ylmethyl)acetamide), ClC1=CC(=CC=C1)C(=O)OO (m-chloroperbenzoic acid). The solvent is O1CCCC1 (tetrahydrofuran). Reaction conditions: temperature 80 celsius, time 30 minute. RXN SMILES: [Br:1][C:2]1[C:7](=[O:8])[N:6]([CH2:9][C:10]([NH:12][CH2:13][C:14]2[CH:19]=[CH:18][N:17]=[CH:16][CH:15]=2)=[O:11])[N:5]=[CH:4][C:3]=1[NH:20][C@@H:21]1[CH2:26][C@@H:25]2[CH2:27][C@@H:23]([C:24]2([CH3:29])[CH3:28])[C@H:22]1[CH3:30].ClC1C=CC=C(C(OO)=[O:39])C=1>O1CCCC1>[Br:1][C:2]1[C:7](=[O:8])[N:6]([CH2:9][C:10]([NH:12][CH2:13][C:14]2[CH:15]=[CH:16][N+:17]([O-:39])=[CH:18][CH:19]=2)=[O:11])[N:5]=[CH:4][C:3]=1[NH:20][C@@H:21]1[CH2:26][C@@H:25]2[CH2:27][C@@H:23]([C:24]2([CH3:29])[CH3:28])[C@H:22]1[CH3:30]. Procedure details: 2-{5-Bromo-6-oxo-4-[(1R,2R,3R,5S)-2,6,6-trimethylbicyclo[3.1.1]hept-3-ylamino]pyridazin-1(6H)-yl}-N-(pyridin-4-ylmethyl)acetamide (50 mg, 0.105 mmol) and m-chloroperbenzoic acid (35 mg, 0.112 mmol) suspended in tetrahydrofuran (1.5 mL) were stirred at room temperature for 5 minutes and at 80° C. for 30 minutes. After cooling, the reaction solution was concentrated, and the resulting residue was purified by silica gel chromatography (chloroform/methanol=5/1) to give the desired product (49 mg, 95...